From a dataset of the Open Reaction Database (ORD), a public repository of structured organic reaction records. describe an organic reaction: reactants, conditions, products, and yield Reported procedure: A 500 ml two-necked round-bottomed flask was loaded with 5.25 g of PMBzBoc-A lactam 15f (10.36 mmol) and 200 ml of THF. After cooling to 0° C., a solution of 2.17 g of LiOH×H2O (51.8 mmol) in 50 ml of H2O was added dropwise over a period of 20 min. 30 ml of MeOH were then added, the ice bath was removed and the reaction mixture was stirred at room temperature for 1 h. An ion-exchange resin (Amberlite IR-120, H+ form) was then added until a pH of 7 was reached. The resin was removed by filtration... The product is C(C)(C)(C)OC(=O)N[C@@H]1[C@H](CC[C@@H](C1)CC(=O)O)N1C2=NC=NC(=C2N=C1)NC(C1=CC=C(C=C1)OC)=O (9-[(S,S,S)-2-(tert-Butoxycarbonyl)amino-4-(carboxymethyl)cyclohexyl]-6-N-p-methoxybenzoyladenine). Starting materials: CO (MeOH), C(C)(C)(C)OC(=O)N1C(C[C@H]2CC[C@@H]([C@@H]1C2)N2C1=NC=NC(=C1N=C2)NC(C2=CC=C(C=C2)OC)=O)=O (9-[(S,S,S)-8-N-tert-Butoxycarbonyl-8-azabicyclo[3.3.1]nonan-7-on-2-yl]-6N-p-methoxybenzoyladenine), C1CCOC1 (THF), [Li+].[OH-] (LiOH). Conditions: temperature 0 celsius, time 1 hour. Solvent: O (H2O), O (H2O). Isolated yield 46.0%. RXN SMILES: [C:1]([O:5][C:6]([N:8]1[C@H:15]2[CH2:16][C@H:11]([CH2:12][CH2:13][C@@H:14]2[N:17]2[CH:25]=[N:24][C:23]3[C:18]2=[N:19][CH:20]=[N:21][C:22]=3[NH:26][C:27](=[O:36])[C:28]2[CH:33]=[CH:32][C:31]([O:34][CH3:35])=[CH:30][CH:29]=2)[CH2:10][C:9]1=[O:37])=[O:7])([CH3:4])([CH3:3])[CH3:2].C1C[O:41]CC1.[Li+].[OH-].CO>O>[C:1]([O:5][C:6]([NH:8][C@H:15]1[CH2:16][C@@H:11]([CH2:10][C:9]([OH:41])=[O:37])[CH2:12][CH2:13][C@@H:14]1[N:17]1[CH:25]=[N:24][C:23]2[C:18]1=[N:19][CH:20]=[N:21][C:22]=2[NH:26][C:27](=[O:36])[C:28]1[CH:33]=[CH:32][C:31]([O:34][CH3:35])=[CH:30][CH:29]=1)=[O:7])([CH3:3])([CH3:4])[CH3:2] |f:2.3|. Reported procedure: To a stirred solution of 2-(2-chloro-phenyl)-5-isopropyl-3-vinyl-4,5-dihydro-2H-pyrrolo[3,4-c]pyrazol-6-one 1A-8 (42 mg), palladium acetate (3 mg) and 4-chloroiodobenzene (300 mg) were stirred for 18 hours. The reaction was concentrated and chromatographed on silica gel (gradient 30% to 60% ethyl acetate/hexanes) to afford the title compound (1A-39), 44 mg. 1H NMR in d6-DMSO (ppm): δ 7.78 (d, 1H), 7.63–7.38 (m, 5H), 7.13 (d, 1H), 6.61 (d, 1H), 4.62 (s, 2H), 4.40 (m, 1H), 1.23 (d, 6H); ms (LCMS) ... Reactants: ClC1=CC=C(C=C1)I (4-chloroiodobenzene), ClC1=C(C=CC=C1)N1N=C2C(=C1C=C)CN(C2=O)C(C)C (2-(2-chloro-phenyl)-5-isopropyl-3-vinyl-4,5-dihydro-2H-pyrrolo[3,4-c]pyrazol-6-one). Product: ClC1=C(C=CC=C1)N1N=C2C(=C1C=CC1=CC=C(C=C1)Cl)CN(C2=O)C(C)C (2-(2-Chloro-phenyl)-3-[2-(4-chloro-phenyl)-vinyl]-5-isopropyl-4,5-dihydro-2H-pyrrolo[3,4-c]pyrazol-6-one). The reagents and catalysts are C(C)(=O)[O-].[Pd+2].C(C)(=O)[O-] (palladium acetate). RXN SMILES: [Cl:1][C:2]1[CH:7]=[CH:6][CH:5]=[CH:4][C:3]=1[N:8]1[C:12]([CH:13]=[CH2:14])=[C:11]2[CH2:15][N:16]([CH:19]([CH3:21])[CH3:20])[C:17](=[O:18])[C:10]2=[N:9]1.[Cl:22][C:23]1[CH:28]=[CH:27][C:26](I)=[CH:25][CH:24]=1>C([O-])(=O)C.[Pd+2].C([O-])(=O)C>[Cl:1][C:2]1[CH:7]=[CH:6][CH:5]=[CH:4][C:3]=1[N:8]1[C:12]([CH:13]=[CH:14][C:26]2[CH:27]=[CH:28][C:23]([Cl:22])=[CH:24][CH:25]=2)=[C:11]2[CH2:15][N:16]([CH:19]([CH3:21])[CH3:20])[C:17](=[O:18])[C:10]2=[N:9]1 |f:2.3.4|. Run in CO (methanol). Reactants: COC1=CC2=C(SC(=C2OC(C)C)C(=O)NC2=CC=C(C(=O)OC)C=C2)C=C1 (methyl 4-[[[5-methoxy-3-(1-methylethoxy)-benzo[b]thien-2-yl]carbonyl]amino]benzoate), [OH-].[Na+] (NaOH), Cl (HCl). As a reaction SMILES: [CH3:1][O:2][C:3]1[CH:28]=[CH:27][C:6]2[S:7][C:8]([C:14]([NH:16][C:17]3[CH:26]=[CH:25][C:20]([C:21]([O:23]C)=[O:22])=[CH:19][CH:18]=3)=[O:15])=[C:9]([O:10][CH:11]([CH3:13])[CH3:12])[C:5]=2[CH:4]=1.[OH-].[Na+].Cl>CO>[CH3:1][O:2][C:3]1[CH:28]=[CH:27][C:6]2[S:7][C:8]([C:14]([NH:16][C:17]3[CH:26]=[CH:25][C:20]([C:21]([OH:23])=[O:22])=[CH:19][CH:18]=3)=[O:15])=[C:9]([O:10][CH:11]([CH3:13])[CH3:12])[C:5]=2[CH:4]=1 |f:1.2|. Procedure: A mixture of 4.0 g of methyl 4-[[[5-methoxy-3-(1-methylethoxy)-benzo[b]thien-2-yl]carbonyl]amino]benzoate and 2 g of 50% NaOH in 100 mL of 10% aqueous methanol is heated on a steam bath for 15 minutes, then poured onto ice and acidified with 10% HCl. The resulting gum is extracted into 500 mL of diethyl ether. The organic phase is dried over magnesium sulfate, filtered, and concentrated in vacuo. The crude solid is triturated with t-butyl methyl ether to provide 2.5 g of product; mp 236°-239° C.... The yield is 64.8%. Product: COC1=CC2=C(SC(=C2OC(C)C)C(=O)NC2=CC=C(C(=O)O)C=C2)C=C1 (4-[[[5-Methoxy-3-(1-methylethoxy)benzo[b]thien-2-yl]-carbonyl]amino]-benzoic acid). Reactants: potassium tertiary-butylate, BrC1=C(C(=CC=C1)[N+](=O)[O-])C (2-bromo-6-nitrotoluene), C=O (paraformaldehyde). The solvent is C(C)(C)(C)O (tert-butanol), CS(=O)C (DMSO). Reaction conditions: temperature 70 celsius, time 30 minute. Product: BrC1=C(C(=CC=C1)[N+](=O)[O-])CCO (2-(2-bromo-6-nitrophenyl)ethanol). Isolated yield 70.0%. RXN SMILES: [Br:1][C:2]1[CH:7]=[CH:6][CH:5]=[C:4]([N+:8]([O-:10])=[O:9])[C:3]=1[CH3:11].[CH2:12]=[O:13]>C(O)(C)(C)C.CS(C)=O>[Br:1][C:2]1[CH:7]=[CH:6][CH:5]=[C:4]([N+:8]([O-:10])=[O:9])[C:3]=1[CH2:11][CH2:12][OH:13]. Procedure details: A solution of potassium tertiary-butylate (90 mg, 0.8 mmol) in tert-butanol (1 ml, synthesis quality, 99%) was added to 2-bromo-6-nitrotoluene (1.08 g, 5 mmol) and paraformaldehyde (150 mg, 5 mmol in DMSO (2.5 ml, synthesis quality, additionally dried for 2 d over molecular sieve 4 Å). After the addition of the potassium tertiary-butylate solution, a color change from yellow to deep violet occurred. It was stirred for 5 min at room temperature and for 30 min at 70° C. (oil bath temperature). The...